This data is from the Open Reaction Database (ORD), a public repository of structured organic reaction records. The task is: describe an organic reaction: reactants, conditions, products, and yield Reactants: C(C)(C)(C)OC(=O)NC[C@@H]1CN(CC1)CCCCCCN (6-((3R)-3-tert-Butoxycarbonylaminomethylpyrrolidin-1-yl)-hexylamine), C1(=CC=CC=C1)N=C=O (phenyl isocyanate), NC1=CC(=C(C(=O)O)C=C1Cl)OC (4-amino-5-chloro-2-methoxybenzoic acid). The product is NC1=CC(=C(C(=O)NC[C@@H]2CN(CC2)CCCCCCNC(=O)NC2=CC=CC=C2)C=C1Cl)OC (4-amino-5-chloro-2-methoxy-N-((3R)-1-(6-(3-phenylureido)hexyl)pyrrolidin-3-ylmethyl)benzamide). As a reaction SMILES: C(O[C:6]([NH:8][CH2:9][C@H:10]1[CH2:14][CH2:13][N:12]([CH2:15][CH2:16][CH2:17][CH2:18][CH2:19][CH2:20][NH2:21])[CH2:11]1)=[O:7])(C)(C)C.[C:22]1([N:28]=[C:29]=[O:30])[CH:27]=[CH:26][CH:25]=[CH:24][CH:23]=1.[NH2:31][C:32]1[C:40]([Cl:41])=[CH:39][C:35](C(O)=O)=[C:34]([O:42][CH3:43])[CH:33]=1>>[NH2:31][C:32]1[C:40]([Cl:41])=[CH:39][C:35]([C:6]([NH:8][CH2:9][C@H:10]2[CH2:14][CH2:13][N:12]([CH2:15][CH2:16][CH2:17][CH2:18][CH2:19][CH2:20][NH:21][C:29]([NH:28][C:22]3[CH:27]=[CH:26][CH:25]=[CH:24][CH:23]=3)=[O:30])[CH2:11]2)=[O:7])=[C:34]([O:42][CH3:43])[CH:33]=1. Reported procedure: 6-((3R)-3-tert-Butoxycarbonylaminomethylpyrrolidin-1-yl)-hexylamine (1.50 g) as starting compound was reacted and treated in the same manner as in Example 34 using phenyl isocyanate (0.57 ml) and 4-amino-5-chloro-2-methoxybenzoic acid (1.01 g) to give 4-amino-5-chloro-2-methoxy-N-((3R)-1-(6-(3-phenylureido)hexyl)pyrrolidin-3-ylmethyl)benzamide. Starting materials: CC=1C=C2C=3CCCC(C3NC2=CC1)N[C@H](C)C1=CC=CC=C1 (6-methyl-N-[(1R)-1-phenylethyl]-2,3,4,9-tetrahydro-1H-carbazol-1-amine), Cl (HCl). Run in CO (methanol), CO (MeOH). The product is Cl.CC=1C=C2C=3CCC[C@H](C3NC2=CC1)N[C@H](C)C1=CC=CC=C1 ((1R)-6-Methyl-N-[(1R)-1-phenylethyl]-2,3,4,9-tetrahydro-1H-carbazol-1-amine hydrochloride salt). Reaction SMILES: [CH3:1][C:2]1[CH:3]=[C:4]2[C:12](=[CH:13][CH:14]=1)[NH:11][C:10]1[CH:9]([NH:15][C@@H:16]([C:18]3[CH:23]=[CH:22][CH:21]=[CH:20][CH:19]=3)[CH3:17])[CH2:8][CH2:7][CH2:6][C:5]2=1.[ClH:24]>CO>[ClH:24].[CH3:1][C:2]1[CH:3]=[C:4]2[C:12](=[CH:13][CH:14]=1)[NH:11][C:10]1[C@H:9]([NH:15][C@@H:16]([C:18]3[CH:19]=[CH:20][CH:21]=[CH:22][CH:23]=3)[CH3:17])[CH2:8][CH2:7][CH2:6][C:5]2=1 |f:3.4|. Procedure details: (1R)-6-Methyl-N-[(1R)-1-phenylethyl]-2,3,4,9-tetrahydro-1H-carbazol-1-amine hydrochloride salt was prepared by separation of diastereomeric 6-methyl-N-[(1R)-1-phenylethyl]-2,3,4,9-tetrahydro-1H-carbazol-1-amine the free base by SFC (Berger Amino, 8% methanol, 1500 psi, 40° C., 2 mL/min, retention time: 8.7 min.) The oil obtained was converted to the HCl salt to give a white solid. [α]25=153 (c 0.23, MeOH); 1H-NMR (CD3OD): δ 7.63 (d, J=7.6 Hz, 2H), 7.55-7.46 (m, 3H), 7.29 (d, J=8.0 Hz, 1H), 7.27 ... Reactants: [Cl-].[Al+3].[Cl-].[Cl-] (aluminum chloride), Cl (hydrochloride), [N+](=O)([O-])C1=CC=C(C=C1)CCCC(=O)Cl (4-(4-nitrophenyl)butyryl chloride), FC1=CC=CC=C1 (4-fluorobenzene). The solvent is C(=S)=S (carbon disulfide), O (water). Reaction conditions: temperature 65 celsius, time 30 minute. Yields the product FC1=CC=C(C=C1)C(CCCC1=CC=C(C=C1)[N+](=O)[O-])=O (1-(4-Fluorophenyl)-4-(4-nitrophenyl)-butan-1-one). The yield is 56.0%. Reaction SMILES: [N+:1]([C:4]1[CH:9]=[CH:8][C:7]([CH2:10][CH2:11][CH2:12][C:13](Cl)=[O:14])=[CH:6][CH:5]=1)([O-:3])=[O:2].[F:16][C:17]1[CH:22]=[CH:21][CH:20]=[CH:19][CH:18]=1.[Cl-].[Al+3].[Cl-].[Cl-].Cl>C(=S)=S.O>[F:16][C:17]1[CH:22]=[CH:21][C:20]([C:13](=[O:14])[CH2:12][CH2:11][CH2:10][C:7]2[CH:8]=[CH:9][C:4]([N+:1]([O-:3])=[O:2])=[CH:5][CH:6]=2)=[CH:19][CH:18]=1 |f:2.3.4.5|. Reported procedure: A solution of 4-(4-nitrophenyl)butyryl chloride (5.4 g, 23.7 mmol) and 4-fluorobenzene (2.6 mL, 26.2 mmol) dissolved in carbon disulfide (25 mL) was treated in portions with aluminum chloride (4.1 g, 30.75 mmol) under a nitrogen atmosphere. After the addition was complete, the reaction mixture was heated to 60-70° C. for about 12 hours. The resulting mixture was cooled in an ice bath, treated with concentrated hydrochloride acid (12 mL), and stirred for 30 minutes. The mixture was diluted with w...